This data is from the Open Reaction Database (ORD), a public repository of structured organic reaction records. The task is: describe an organic reaction: reactants, conditions, products, and yield Reactants: C(=C)C1C(CCCCCCCCCC1)=O (2-vinylcyclododecanone), C(/C)=C\1/C(CCCCCCCCCC1)=O (2-(Z)-ethylidenecyclododecanone), C(=C)C1C(CCCCCCCCCC1)=O (2-vinylcyclododecanone). Yields the product C(/C)=C/1\C(CCCCCCCCCC1)=O (2-(E)-ethylidenecyclododecanone). Reaction SMILES: [CH:1]([CH:3]1[CH2:14][CH2:13][CH2:12][CH2:11][CH2:10][CH2:9][CH2:8][CH2:7][CH2:6][CH2:5][C:4]1=[O:15])=[CH2:2].C(=C1/C(=O)CCCCCCCCCC/1)/C>>[CH:1](=[C:3]1/[C:4](=[O:15])[CH2:5][CH2:6][CH2:7][CH2:8][CH2:9][CH2:10][CH2:11][CH2:12][CH2:13][CH2:14]/1)\[CH3:2]. Procedure details: On the other hand, 2-vinylcyclododecanone (2) which is the object product is one having the lowest boiling point among the components of the equilibrated mixture. Specifically, the average relative volatility of each of these components is as follows though it varies depending on temperature: when the boiling point is 110° C., the average relative volatility of each of 2-(Z)-ethylidenecyclododecanone (1-b) and 2-vinylcyclododecanone (2) is 1.15 and 1.44, respectively provided that the average re... The product is COc1c(F)cccc1CO. As a reaction SMILES: [BH4-:12].[CH3:14][OH:15].[CH3:16][CH2:17][O:18][CH2:19][CH3:20].[F:1][c:2]1[c:3]([O:10][CH3:11])[c:4]([CH:5]=[O:6])[cH:7][cH:8][cH:9]1.[Na+:13]>>[F:1][c:2]1[c:3]([O:10][CH3:11])[c:4]([CH2:5][OH:6])[cH:7][cH:8][cH:9]1. Reactants: [BH4-], CO, CCOCC, COc1c(F)cccc1C=O, [Na+]. The reactants are C(C)(=O)OC1=C(C#N)C=C(C=C1)C(=O)OC (2-Acetoxy-5-methoxycarbonyl-benzonitrile), C[O-].[Na+] (sodium methylate), Cl (hydrochloric acid). Run in CO (methanol). Product: OC1=C(C#N)C=C(C=C1)C(=O)OC (2-Hydroxy-5-methoxycarbonyl-benzonitrile). As a reaction SMILES: C([O:4][C:5]1[CH:12]=[CH:11][C:10]([C:13]([O:15][CH3:16])=[O:14])=[CH:9][C:6]=1[C:7]#[N:8])(=O)C.C[O-].[Na+].Cl>CO>[OH:4][C:5]1[CH:12]=[CH:11][C:10]([C:13]([O:15][CH3:16])=[O:14])=[CH:9][C:6]=1[C:7]#[N:8] |f:1.2|. Procedure: A suspension of 70.6 g (0.32 mol) of the compound from Example XXXVIII and 3.48 g (0.06 mol) of sodium methylate in 0.5 l of methanol is heated under reflux for 3 hours, the pH is brought to 6.5 with 1N hydrochloric acid at 25° C., the mixture is concentrated in vacuo, the residue is taken up in methylene chloride, the mixture is washed with saturated sodium chloride solution, the organic phase is dried over sodium sulphate and concentrated and the residue is crystallised from diethyl ether/petr... Reactants: CC(=O)N(C)C1CCN(C(=O)OC(C)(C)C)CC1, CCOC(C)=O, Cl. The product is CC(=O)N(C)C1CCNCC1. Reaction SMILES: [C:1]([O:2][C:3](=[O:4])[N:8]1[CH2:9][CH2:10][CH:11]([N:14]([CH3:15])[C:16]([CH3:17])=[O:18])[CH2:12][CH2:13]1)([CH3:5])([CH3:6])[CH3:7].[CH3:20][CH2:21][O:22][C:23]([CH3:24])=[O:25].[ClH:19]>>[NH:8]1[CH2:9][CH2:10][CH:11]([N:14]([CH3:15])[C:16]([CH3:17])=[O:18])[CH2:12][CH2:13]1. Starting materials: BrC=1C(=CC(=NC1)C(=O)OC)Cl (methyl 5-bromo-4-chloropicolinate), [OH-].[Na+] (sodium hydroxide), Cl (Hydrochloric acid). Run in C1CCOC1 (THF), CO (methanol). Conditions: time 30 minute. Product: crude product, BrC=1C=CC(=NC1Cl)C(=O)O (5-bromo-6-chloropicolinic acid). Reaction SMILES: [Br:1][C:2]1[C:3](Cl)=[CH:4][C:5]([C:8]([O:10]C)=[O:9])=[N:6][CH:7]=1.[OH-].[Na+].[ClH:15]>C1COCC1.CO>[Br:1][C:2]1[CH:3]=[CH:4][C:5]([C:8]([OH:10])=[O:9])=[N:6][C:7]=1[Cl:15] |f:1.2|. Procedure details: To a solution of methyl 5-bromo-4-chloropicolinate (1.08 g) in THF (25 mL) and methanol (12.5 mL) was added 1N aqueous sodium hydroxide solution (25 mL), and the mixture was stirred at room temperature for 30 min. 1N Hydrochloric acid was added to the reaction mixture at 0° C., and the mixture was extracted with ethyl acetate. The extract was washed with water and saturated brine, and dried over anhydrous magnesium sulfate. The solvent was evaporated under reduced pressure to give a crude produc... Procedure: Prepared according to the procedure described in Example 1, Step 6, using the following starting materials: (2′-ethylaminomethyl-6-methoxy-4′-trifluoromethyl-biphenyl-3-yl)-difluoro-acetic acid and benzyl chloroformate. Product: C(C1=CC=CC=C1)OC(=O)N(CC)CC1=C(C=CC(=C1)C(F)(F)F)C1=CC(=CC=C1OC)C(C(=O)O)(F)F ({2′-[(Benzyloxycarbonyl-ethyl-amino)-methyl]-6-methoxy-4′-trifluoromethyl-biphenyl-3-yl}-difluoro-acetic acid). The reactants are C(C)NCC1=C(C=CC(=C1)C(F)(F)F)C1=CC(=CC=C1OC)C(C(=O)O)(F)F ((2′-ethylaminomethyl-6-methoxy-4′-trifluoromethyl-biphenyl-3-yl)-difluoro-acetic acid), ClC(=O)OCC1=CC=CC=C1 (benzyl chloroformate). Reaction SMILES: [CH2:1]([NH:3][CH2:4][C:5]1[CH:10]=[C:9]([C:11]([F:14])([F:13])[F:12])[CH:8]=[CH:7][C:6]=1[C:15]1[C:20]([O:21][CH3:22])=[CH:19][CH:18]=[C:17]([C:23]([F:28])([F:27])[C:24]([OH:26])=[O:25])[CH:16]=1)[CH3:2].Cl[C:30]([O:32][CH2:33][C:34]1[CH:39]=[CH:38][CH:37]=[CH:36][CH:35]=1)=[O:31]>>[CH2:33]([O:32][C:30]([N:3]([CH2:4][C:5]1[CH:10]=[C:9]([C:11]([F:13])([F:14])[F:12])[CH:8]=[CH:7][C:6]=1[C:15]1[C:20]([O:21][CH3:22])=[CH:19][CH:18]=[C:17]([C:23]([F:27])([F:28])[C:24]([OH:26])=[O:25])[CH:16]=1)[CH2:1][CH3:2])=[O:31])[C:34]1[CH:39]=[CH:38][CH:37]=[CH:36][CH:35]=1.